From a dataset of the Open Reaction Database (ORD), a public repository of structured organic reaction records. describe an organic reaction: reactants, conditions, products, and yield The reactants are C(CCC)[Li] (butyllithium), CC(=O)C (acetone), C(C)(=O)O (acetic acid), COC1=C(CNS(=O)(=O)CC2=CC=CC=C2)C=CC(=C1)OC (N-(2,4-dimethoxybenzyl)-C-phenylmethanesulfonamide). Run in CCCCCC (hexane), C(C)(=O)OCC (ethyl acetate), C1CCOC1 (THF), C1CCOC1 (THF). Run at temperature -78 celsius. Yields the product COC1=C(CNS(=O)(=O)C(C(C)(C)O)C2=CC=CC=C2)C=CC(=C1)OC (N-(2,4-Dimethoxybenzyl)-2-hydroxy-2-methyl-1-phenylpropane-1-sulfonamide). As a reaction SMILES: [CH3:1][O:2][C:3]1[CH:20]=[C:19]([O:21][CH3:22])[CH:18]=[CH:17][C:4]=1[CH2:5][NH:6][S:7]([CH2:10][C:11]1[CH:16]=[CH:15][CH:14]=[CH:13][CH:12]=1)(=[O:9])=[O:8].C([Li])CCC.[CH3:28][C:29]([CH3:31])=[O:30].C(O)(=O)C>C1COCC1.CCCCCC.C(OCC)(=O)C>[CH3:1][O:2][C:3]1[CH:20]=[C:19]([O:21][CH3:22])[CH:18]=[CH:17][C:4]=1[CH2:5][NH:6][S:7]([CH:10]([C:11]1[CH:16]=[CH:15][CH:14]=[CH:13][CH:12]=1)[C:29]([OH:30])([CH3:31])[CH3:28])(=[O:9])=[O:8]. Procedure details: Under inert gas, 2.00 g of N-(2,4-dimethoxybenzyl)-C-phenylmethanesulfonamide were initially charged in 40 ml of THF, and then, at a temperature of −78° C., 9.54 ml of a 1.5 N butyllithium solution in hexane were added dropwise and the mixture was left to stir while cooling with ice for 5 minutes. Subsequently, the reaction solution was cooled again to −78° C. and a solution of 2.01 ml of acetone in 4 ml of THF was added. The mixture was allowed to come to room temperature and stirred for 30 min... Reactants: CS(=O)(=O)Cl (methanesulfonyl chloride), C(C)(C)(C)OC(=O)C=1C=C(C=CC1)[C@@H](C)O ((R)-1-(3-Tert-butyloxycarbonylphenyl)ethanol), C(C)(C)N(CC)C(C)C (diisopropylethylamine), resultant solution, O (water). Solvent: C(Cl)Cl (CH2Cl2). Product: C(C)(C)(C)OC(=O)C=1C=C(C=CC1)[C@@H](C)OS(=O)(=O)C ((R)-1-(3-Tert-butyloxycarbonylphenyl)ethylmethanesulfonyl Ether). Yield: 102.5%. Reaction SMILES: [C:1]([O:5][C:6]([C:8]1[CH:9]=[C:10]([C@H:14]([OH:16])[CH3:15])[CH:11]=[CH:12][CH:13]=1)=[O:7])([CH3:4])([CH3:3])[CH3:2].C(N(C(C)C)CC)(C)C.[CH3:26][S:27](Cl)(=[O:29])=[O:28].O>C(Cl)Cl>[C:1]([O:5][C:6]([C:8]1[CH:9]=[C:10]([C@H:14]([O:16][S:27]([CH3:26])(=[O:29])=[O:28])[CH3:15])[CH:11]=[CH:12][CH:13]=1)=[O:7])([CH3:4])([CH3:2])[CH3:3]. Procedure: (R)-1-(3-Tert-butyloxycarbonylphenyl)ethanol (3.28 mmol) was dissolved in CH2Cl2 (10 mL), diisopropylethylamine (4.92 mmol) added and the resultant solution cooled to 0° C. This mixture was stirred as methanesulfonyl chloride (3.94 mmol) was added dropwise. After 45 min the mixture was poured into water and extracted 3× with diethyl ether. The organic extracts were combined, washed with brine, dried (MgSO4) and concentrated under reduced pressure to yield 1.01 g of an oil which was used with out...